Dataset: the Open Reaction Database (ORD), a public repository of structured organic reaction records. Task: describe an organic reaction: reactants, conditions, products, and yield Starting materials: C(C)(C)(C)C1(C(=O)[O-])CC=C(C=C1)Br (1-tert-butyl-4-bromobenzoate), resultant mixture, C(CC)OC1=CC=C(C=C1)C#C (4-n-propyloxyphenylacetylene), C(CC)C1=CC=C(C=C1)Br (1-n-propyl-4-bromobenzene), C[Si](C)(C)C#C (trimethylsilylacetylene), Cl (hydrochloric acid). Run in O (water). Yields the product C(C)(C)(C)OC(=O)C1=CC=C(C=C1)C#CC1=CC=C(C=C1)OCCC (1-[4-(tert-butoxycarbonyl)phenyl]-2-(4-n-propyloxyphenyl)acetylene). RXN SMILES: C([C:5]1([CH:13]=[CH:12][C:11](Br)=[CH:10][CH2:9]1)[C:6]([O-:8])=[O:7])(C)(C)C.[CH2:15]([O:18][C:19]1[CH:24]=[CH:23][C:22]([C:25]#[CH:26])=[CH:21][CH:20]=1)[CH2:16][CH3:17].[CH2:27]([C:30]1[CH:35]=CC(Br)=C[CH:31]=1)CC.C[Si](C#C)(C)C.Cl>O>[C:30]([O:8][C:6]([C:5]1[CH:9]=[CH:10][C:11]([C:26]#[C:25][C:22]2[CH:21]=[CH:20][C:19]([O:18][CH2:15][CH2:16][CH3:17])=[CH:24][CH:23]=2)=[CH:12][CH:13]=1)=[O:7])([CH3:35])([CH3:31])[CH3:27]. Reported procedure: The reaction was conducted in the same manner as in the step (i) of the Example 31, except for using 1-tert-butyl-4-bromobenzoate synthesized in the step (i) and 4-n-propyloxyphenylacetylene synthesized in the step (iii) of the Example 32 instead of 1-n-propyl-4-bromobenzene and trimethylsilylacetylene, respectively. After completion of the reaction, the reaction mixture was poured into an iced water, and the resultant mixture was acidified by adding hydrochloric acid. The resultant solid was co... Starting materials: C1=CC=CC=2C3=CC=CC=C3C(C12)COC(NC1=CC=C(C=C1)SC1=C(C=C(C=C1)NC(=O)C1=NC=C(C=C1)Br)[N+](=O)[O-])=O ((4-{4-[(5-Bromo-pyridine-2-carbonyl)-amino]-2-nitro-phenylsulfanyl}-phenyl)-carbamic acid 9H-fluoren-9-ylmethyl ester), C(C)(=O)O (acetic acid). Reagents/catalysts: [Fe] (iron). The solvent is C(C)O (ethanol). Conditions: temperature 100 celsius. Yields the product C1=CC=CC=2C3=CC=CC=C3C(C12)COC(NC1=CC=C(C=C1)SC1=C(C=C(C=C1)NC(=O)C1=NC=C(C=C1)Br)N)=O ((4-{2-Amino-4-[(5-bromo-pyridine-2-carbonyl)-amino]-phenylsulfanyl}-phenyl)-carbamic acid 9H-fluoren-9-ylmethyl ester). Reaction SMILES: [CH:1]1[C:13]2[CH:12]([CH2:14][O:15][C:16](=[O:44])[NH:17][C:18]3[CH:23]=[CH:22][C:21]([S:24][C:25]4[CH:30]=[CH:29][C:28]([NH:31][C:32]([C:34]5[CH:39]=[CH:38][C:37]([Br:40])=[CH:36][N:35]=5)=[O:33])=[CH:27][C:26]=4[N+:41]([O-])=O)=[CH:20][CH:19]=3)[C:11]3[C:6](=[CH:7][CH:8]=[CH:9][CH:10]=3)[C:5]=2[CH:4]=[CH:3][CH:2]=1.C(O)(=O)C>[Fe].C(O)C>[CH:1]1[C:13]2[CH:12]([CH2:14][O:15][C:16](=[O:44])[NH:17][C:18]3[CH:19]=[CH:20][C:21]([S:24][C:25]4[CH:30]=[CH:29][C:28]([NH:31][C:32]([C:34]5[CH:39]=[CH:38][C:37]([Br:40])=[CH:36][N:35]=5)=[O:33])=[CH:27][C:26]=4[NH2:41])=[CH:22][CH:23]=3)[C:11]3[C:6](=[CH:7][CH:8]=[CH:9][CH:10]=3)[C:5]=2[CH:4]=[CH:3][CH:2]=1. Reported procedure: The product from Example 384C (0.20 gm, 0.30 mmol) was suspended in a 4/1 v-v mixture of glacial acetic acid and ethanol (8 ml). To this vigorously stirred suspension was added, in one portion, iron powder (0.215 gm, 3.85 mmol) and the resulting mixture heated under nitrogen in an oil bath at 100° C. After 19.5 hours the reaction mixture was cooled then concentrated under vacuum to a paste which was suspended in water and the solid product collected by vacuum filtration. The cake was washed with... Starting materials: O=C(OC)C=1C=CC=CC1CCNC(=O)C(F)(F)F. The reagents and catalysts are O=S(=O)([O-])CC=1C=NC(=CC1)C2=NC=C(C=C2)C.CCCC[N+](CCCC)(CCCC)CCCC, O1B(OC(C)(C)C1(C)C)B2OC(C)(C)C(O2)(C)C, C[OH2+].C[OH2+].C1CC=CCCC=C1.C1CC=CCCC=C1.[Ir].[Ir]. Run in O1CCCC1. Reaction conditions: temperature 50 celsius, time 20 hour. Product: O=C(OC)C1=CC=C(C=C1CCNC(=O)C(F)(F)F)B2OC(C)(C)C(O2)(C)C, O=C(OC)C1=CC(=CC=C1CCNC(=O)C(F)(F)F)B2OC(C)(C)C(O2)(C)C. The yield is 5.0%. Procedure details: Following general procedure F using 4g (68.8 mg, 0.25 mmol), B2pin2 (127 mg, 0.50 mmol), [Ir(COD)OMe]2 (2.5 mg, 0.00375 mmol) and 1a (3.8 mg, 0.0075 mmol) in THF (1.25 mL). Stirred in vial at 50 °C for 20 hours. Analysis of crude 1 H NMR using internal standard 1,2‐dimethoxyethane showed 23:1 meta:para borylation in 97% yield (these numbers include a small amount of meta isomer that also underwent NH borylation). The crude product was purified by silica gel chromatography (15% EtOAc in Petroleum... Reactants: Fc1ccc(Br)cc1, C#CC(C)(C)O, Cc1ccccc1, C1CCC(NC2CCCCC2)CC1, [Cl-], [Na+], CC(=O)[O-], CC(=O)[O-], C1CCOC1, [Pd+2]. The product is C#CC(C)(O)Cc1ccc(F)cc1. As a reaction SMILES: [Br:14][c:15]1[cH:16][cH:17][c:18]([F:21])[cH:19][cH:20]1.[CH3:22][C:23]([CH3:24])([C:25]#[CH:26])[OH:27].[CH3:39][c:40]1[cH:41][cH:42][cH:43][cH:44][cH:45]1.[CH:1]1([NH:2][CH:3]2[CH2:4][CH2:5][CH2:6][CH2:7][CH2:8]2)[CH2:9][CH2:10][CH2:11][CH2:12][CH2:13]1.[Cl-:29].[Na+:28].[O-:31][C:32]([CH3:33])=[O:34].[O-:35][C:36]([CH3:37])=[O:38].[O:46]1[CH2:47][CH2:48][CH2:49][CH2:50]1.[Pd+2:30]>>[c:15]1([CH2:22][C:23]([CH3:24])([C:25]#[CH:26])[OH:27])[cH:16][cH:17][c:18]([F:21])[cH:19][cH:20]1. The reactants are ClCCN=C=O (2-chloroethylisocyanate), NC1=CC=CC=2C(C(=C(OC21)C2=CC=CC=C2)C)=O (8-amino-3-methyl-4-oxo-2-phenyl-4H-1-benzopyran), O (Water). Solvent: CN(C=O)C (dimethylformamide). Conditions: time 5 hour. Product: ClCCNC(NC1=CC=CC=2C(C(=C(OC21)C2=CC=CC=C2)C)=O)=O (8-(2-Chloroethylureido)-3-methyl-4-oxo-2-phenyl-4H-1-benzopyran). As a reaction SMILES: [Cl:1][CH2:2][CH2:3][N:4]=[C:5]=[O:6].[NH2:7][C:8]1[C:17]2[O:16][C:15]([C:18]3[CH:23]=[CH:22][CH:21]=[CH:20][CH:19]=3)=[C:14]([CH3:24])[C:13](=[O:25])[C:12]=2[CH:11]=[CH:10][CH:9]=1.O>CN(C)C=O>[Cl:1][CH2:2][CH2:3][NH:4][C:5](=[O:6])[NH:7][C:8]1[C:17]2[O:16][C:15]([C:18]3[CH:19]=[CH:20][CH:21]=[CH:22][CH:23]=3)=[C:14]([CH3:24])[C:13](=[O:25])[C:12]=2[CH:11]=[CH:10][CH:9]=1. Procedure: 4 ml of 2-chloroethylisocyanate were added, under stirring at ambient temperature, to a solution of 3.9 g of 8-amino-3-methyl-4-oxo-2-phenyl-4H-1-benzopyran in 52 ml of anhydrous dimethylformamide. Stirring was continued at 70° C. for 5 hours. Water was added to the reaction mixture, which was then extracted with ethyl acetate. The organic phase was evaporated to dryness in vacuo. The residue was suspended in diethyl ether under stirring. The title product was then filtered off and recrystallize... Starting materials: [Al+3], C1CCOC1, [H-], [H-], [H-], [H-], [Li+], COc1cccc(C2(N=[N+]=[N-])CCCCC2)c1, [Na+], [OH-], O. The product is COc1cccc(C2(N)CCCCC2)c1. Reaction SMILES: [Al+3:19].[CH2:27]1[O:28][CH2:29][CH2:30][CH2:31]1.[H-:18].[H-:21].[H-:22].[H-:23].[Li+:20].[N:1](=[N+:2]=[N-:3])[C:4]1([c:10]2[cH:11][c:12]([O:16][CH3:17])[cH:13][cH:14][cH:15]2)[CH2:5][CH2:6][CH2:7][CH2:8][CH2:9]1.[Na+:25].[OH-:24].[OH2:26]>>[NH2:1][C:4]1([c:10]2[cH:11][c:12]([O:16][CH3:17])[cH:13][cH:14][cH:15]2)[CH2:5][CH2:6][CH2:7][CH2:8][CH2:9]1.